Dataset: the Open Reaction Database (ORD), a public repository of structured organic reaction records. Task: describe an organic reaction: reactants, conditions, products, and yield Starting materials: CC(=O)O[BH-](OC(C)=O)OC(C)=O, C=O, CO, O=C(NC1CC1)c1cccc2sc(-c3nc(NCCCNC(=O)C4CCNCC4)ncc3Cl)cc12, ClCCCl, [Na+]. The product is CN1CCC(C(=O)NCCCNc2ncc(Cl)c(-c3cc4c(C(=O)NC5CC5)cccc4s3)n2)CC1. Reaction SMILES: [C:38]([O:39][BH-:40]([O:41][C:42](=[O:43])[CH3:44])[O:45][C:46](=[O:47])[CH3:48])(=[O:49])[CH3:50].[CH2:36]=[O:37].[CH3:56][OH:57].[Cl:1][c:2]1[c:3](-[c:21]2[cH:22][c:23]3[c:24]([s:25]2)[cH:26][cH:27][cH:28][c:29]3[C:30]([NH:31][CH:32]2[CH2:33][CH2:34]2)=[O:35])[n:4][c:5]([NH:8][CH2:9][CH2:10][CH2:11][NH:12][C:13](=[O:14])[CH:15]2[CH2:16][CH2:17][NH:18][CH2:19][CH2:20]2)[n:6][cH:7]1.[Cl:52][CH2:53][CH2:54][Cl:55].[Na+:51]>>[Cl:1][c:2]1[c:3](-[c:21]2[cH:22][c:23]3[c:24]([s:25]2)[cH:26][cH:27][cH:28][c:29]3[C:30]([NH:31][CH:32]2[CH2:33][CH2:34]2)=[O:35])[n:4][c:5]([NH:8][CH2:9][CH2:10][CH2:11][NH:12][C:13](=[O:14])[CH:15]2[CH2:16][CH2:17][N:18]([CH3:38])[CH2:19][CH2:20]2)[n:6][cH:7]1.